Dataset: the Open Reaction Database (ORD), a public repository of structured organic reaction records. Task: describe an organic reaction: reactants, conditions, products, and yield The reactants are Cc1cc(C)c(C=C2C(=O)N(CO)c3ccccc32)[nH]1, O=P(Cl)(OCc1ccccc1)OCc1ccccc1. Yields the product Cc1cc(C)c(C=C2C(=O)N(COP(=O)(OCc3ccccc3)OCc3ccccc3)c3ccccc32)[nH]1. Reaction SMILES: [CH3:1][c:2]1[c:3]([CH:8]=[C:9]2[C:10](=[O:20])[N:11]([CH2:18][OH:19])[c:12]3[cH:13][cH:14][cH:15][cH:16][c:17]32)[nH:4][c:5]([CH3:7])[cH:6]1.[P:21]([O:22][CH2:23][c:24]1[cH:25][cH:26][cH:27][cH:28][cH:29]1)([O:30][CH2:31][c:32]1[cH:33][cH:34][cH:35][cH:36][cH:37]1)(=[O:38])[Cl:39]>>[CH3:1][c:2]1[c:3]([CH:8]=[C:9]2[C:10](=[O:20])[N:11]([CH2:18][O:19][P:21]([O:22][CH2:23][c:24]3[cH:25][cH:26][cH:27][cH:28][cH:29]3)([O:30][CH2:31][c:32]3[cH:33][cH:34][cH:35][cH:36][cH:37]3)=[O:38])[c:12]3[cH:13][cH:14][cH:15][cH:16][c:17]32)[nH:4][c:5]([CH3:7])[cH:6]1. The reactants are O=C([O-])[O-], CC(C)(C)OC(=O)N1CCN(c2noc(CCl)n2)CC1, COc1cc2c(Nc3ccc(Cl)c(Cl)c3)ncnc2cc1O, [K+], [K+], CN(C)C=O. The product is COc1cc2c(Nc3ccc(Cl)c(Cl)c3)ncnc2cc1OCc1nc(N2CCN(C(=O)OC(C)(C)C)CC2)no1. RXN SMILES: [C:43](=[O:44])([O-:45])[O-:46].[Cl:1][CH2:2][c:3]1[n:4][c:5]([N:8]2[CH2:9][CH2:10][N:11]([C:14](=[O:15])[O:16][C:17]([CH3:18])([CH3:19])[CH3:20])[CH2:12][CH2:13]2)[n:6][o:7]1.[Cl:21][c:22]1[cH:23][c:24]([NH:29][c:30]2[n:31][cH:32][n:33][c:34]3[cH:35][c:36]([OH:42])[c:37]([O:40][CH3:41])[cH:38][c:39]23)[cH:25][cH:26][c:27]1[Cl:28].[K+:47].[K+:48].[O:49]=[CH:50][N:51]([CH3:52])[CH3:53]>>[CH2:2]([c:3]1[n:4][c:5]([N:8]2[CH2:9][CH2:10][N:11]([C:14](=[O:15])[O:16][C:17]([CH3:18])([CH3:19])[CH3:20])[CH2:12][CH2:13]2)[n:6][o:7]1)[O:42][c:36]1[cH:35][c:34]2[n:33][cH:32][n:31][c:30]([NH:29][c:24]3[cH:23][c:22]([Cl:21])[c:27]([Cl:28])[cH:26][cH:25]3)[c:39]2[cH:38][c:37]1[O:40][CH3:41]. Reactants: CO (methanol), Cl.NCC1(CCCCCC1)CC(=O)O (1-aminomethyl-1-cycloheptane acetic acid hydrochloride), Cl (hydrogen chloride). Yields the product NCC1(CCCCCC1)CC(=O)OC (methyl 1-aminomethyl-1-cycloheptane-acetate), Cl (hydrochloride). RXN SMILES: [ClH:1].[NH2:2][CH2:3][C:4]1([CH2:11][C:12]([OH:14])=[O:13])[CH2:10][CH2:9][CH2:8][CH2:7][CH2:6][CH2:5]1.Cl.[CH3:16]O>>[NH2:2][CH2:3][C:4]1([CH2:11][C:12]([O:14][CH3:16])=[O:13])[CH2:10][CH2:9][CH2:8][CH2:7][CH2:6][CH2:5]1.[ClH:1] |f:0.1|. Procedure details: In an anologous manner as described in Example 2 1-aminomethyl-1-cycloheptane acetic acid hydrochloride is esterified with methanol in the presence of hydrogen chloride. After working up and crystallisation from isopropanol/ether/hexane, methyl 1-aminomethyl-1-cycloheptane-acetate is obtained as hydrochloride in the form of colourless crystals having a melting point of 115° - 116° C. Yields the product CN(C)C(c1ccc(Cl)c(Cl)c1)C1CCCCC1(O)Cc1ccccc1. As a reaction SMILES: [CH2:23]([c:24]1[cH:25][cH:26][cH:27][cH:28][cH:29]1)[Mg+:30].[Cl-:22].[Cl-:31].[Cl:2][c:3]1[cH:4][c:5]([CH:10]([CH:11]2[C:12](=[O:17])[CH2:13][CH2:14][CH2:15][CH2:16]2)[N:18]([CH3:19])[CH3:20])[cH:6][cH:7][c:8]1[Cl:9].[ClH:1].[NH3:21].[NH4+:32].[O:33]1[CH2:34][CH2:35][CH2:36][CH2:37]1.[OH2:38]>>[Cl:2][c:3]1[cH:4][c:5]([CH:10]([CH:11]2[C:12]([OH:17])([CH2:23][c:24]3[cH:25][cH:26][cH:27][cH:28][cH:29]3)[CH2:13][CH2:14][CH2:15][CH2:16]2)[N:18]([CH3:19])[CH3:20])[cH:6][cH:7][c:8]1[Cl:9]. Starting materials: [Mg+]Cc1ccccc1, [Cl-], [Cl-], CN(C)C(c1ccc(Cl)c(Cl)c1)C1CCCCC1=O, Cl, N, [NH4+], C1CCOC1, O. Starting materials: CC(C)(C)OC(=O)N1CC2CC1CN2Cc1ccc(Oc2nc3ccccc3s2)cc1, ClCCl, Cl. The product is Cl, c1ccc2sc(Oc3ccc(CN4CC5CC4CN5)cc3)nc2c1. Reaction SMILES: [C:1]([O:2][C:3](=[O:4])[N:8]1[CH:9]2[CH2:10][N:11]([CH2:15][c:16]3[cH:17][cH:18][c:19]([O:22][c:23]4[s:24][c:25]5[c:26]([n:27]4)[cH:28][cH:29][cH:30][cH:31]5)[cH:20][cH:21]3)[CH:12]([CH2:13]1)[CH2:14]2)([CH3:5])([CH3:6])[CH3:7].[Cl:33][CH2:34][Cl:35].[ClH:32]>>[ClH:32].[NH:8]1[CH:9]2[CH2:10][N:11]([CH2:15][c:16]3[cH:17][cH:18][c:19]([O:22][c:23]4[s:24][c:25]5[c:26]([n:27]4)[cH:28][cH:29][cH:30][cH:31]5)[cH:20][cH:21]3)[CH:12]([CH2:13]1)[CH2:14]2.